From a dataset of the Open Reaction Database (ORD), a public repository of structured organic reaction records. describe an organic reaction: reactants, conditions, products, and yield Reactants: ClCC=1C=C(C(=O)OCC)C=CC1 (ethyl 3-(chloromethyl)benzoate), [C-]#N.[Na+] (sodium cyanide). Solvent: O (water), CSC (dimethylsulfide). Conditions: time 15 hour. Yields the product C(#N)CC=1C=C(C(=O)OCC)C=CC1 (ethyl 3-(cyanomethyl)benzoate). Isolated yield 89.1%. Reaction SMILES: Cl[CH2:2][C:3]1[CH:4]=[C:5]([CH:11]=[CH:12][CH:13]=1)[C:6]([O:8][CH2:9][CH3:10])=[O:7].[C-:14]#[N:15].[Na+]>CSC.O>[C:14]([CH2:2][C:3]1[CH:4]=[C:5]([CH:11]=[CH:12][CH:13]=1)[C:6]([O:8][CH2:9][CH3:10])=[O:7])#[N:15] |f:1.2|. Procedure details: To a solution of ethyl 3-(chloromethyl)benzoate (5.0 g, 25.1 mmol) in dimethylsulfide (50 mL) was added sodium cyanide (1.85 g, 37.8 mmol), and the mixture was stirred at room temperature for 15 hr. The reaction mixture was diluted with water, extracted with ethyl acetate, and the extract was washed successively with water and saturated brine, dried over sodium sulfate, and concentrated under reduced pressure. The residue was purified by silica gel column chromatography (carrier: silica gel, elu... Starting materials: C(CCC)[Li].CCCCCC (n-butyllithium hexane), C(C)(C)(C)O (t-butanol), COCCOCCl (2-methoxyethoxymethyl chloride), C(=O)(OC)C1=C(C=CC=C1)C1=CC=C(C=C1)CN1C(=NC(=C1CO)Cl)CCCC (1-[(2'-carbomethoxybiphenyl-4-yl)-methyl]-2-butyl-4-chloro-5-hydroxymethylimidazole). Solvent: O1CCCC1 (tetrahydrofuran), C(C)OCC (diethyl ether). Conditions: time 16 hour. Product: C(=O)(OC)C1=C(C=CC=C1)C1=CC=C(C=C1)CN1C(=NC(=C1COCOCCOC)Cl)CCCC (1-[(2'-carbomethoxybiphenyl-4-yl)methyl]-2-butyl-4-chloro-5-(2-methoxyethoxymethoxymethyl)imidazole). As a reaction SMILES: C([Li])CCC.CCCCCC.C(O)(C)(C)C.[C:17]([C:21]1[CH:26]=[CH:25][CH:24]=[CH:23][C:22]=1[C:27]1[CH:32]=[CH:31][C:30]([CH2:33][N:34]2[C:38]([CH2:39][OH:40])=[C:37]([Cl:41])[N:36]=[C:35]2[CH2:42][CH2:43][CH2:44][CH3:45])=[CH:29][CH:28]=1)([O:19][CH3:20])=[O:18].[CH3:46][O:47][CH2:48][CH2:49][O:50][CH2:51]Cl>O1CCCC1.C(OCC)C>[C:17]([C:21]1[CH:26]=[CH:25][CH:24]=[CH:23][C:22]=1[C:27]1[CH:32]=[CH:31][C:30]([CH2:33][N:34]2[C:38]([CH2:39][O:40][CH2:46][O:47][CH2:48][CH2:49][O:50][CH3:51])=[C:37]([Cl:41])[N:36]=[C:35]2[CH2:42][CH2:43][CH2:44][CH3:45])=[CH:29][CH:28]=1)([O:19][CH3:20])=[O:18] |f:0.1|. Procedure: To a solution of 7.50 mL of 1.6M n-butyllithium/hexane in 50 mL of tetrahydrofuran at 0° was added dropwise 1.50 mL of t-butanol. To this solution was added 4.52 g of 1-[(2'-carbomethoxybiphenyl-4-yl)-methyl]-2-butyl-4-chloro-5-hydroxymethylimidazole followed by 1.50 ml of 2-methoxyethoxymethyl chloride. The resulting solution was stirred at 25° for 16 hours. The mixture was diluted with diethyl ether, washed with water and brine, dried over anhydrous sodium sulfate, filtered and concentrated. C... Starting materials: BrCC=1C(=CC=CC1)C(=O)Cl (α-bromo-o-toluoyl chloride), C=1(C(=CC=CC1)C(=O)[O-])C (toluate), [Br-].COC(=O)C1=C(C[P+](CCCC)(CCCC)CCCC)C=CC=C1 (o-methoxycarbonylbenzyltributylphosphonium bromide), ClCC=1C(=CC=CC1)C(=O)OCCC (propyl α-chloro-o-toluate), BrCC=1C(=CC=CC1)C(=O)OCCC (propyl α-bromo-o-toluate). The solvent is C(CC)O (propyl alcohol). The product is [Br-].C(CC)OC(=O)C1=C(C[P+](CCCC)(CCCC)CCCC)C=CC=C1 (o-propoxycarbonylbenzyltributylphosphonium bromide). Reaction SMILES: Cl[CH2:2][C:3]1[C:4]([C:9]([O:11][CH2:12][CH2:13][CH3:14])=[O:10])=[CH:5][CH:6]=[CH:7][CH:8]=1.[Br:15]CC1C(C(OCCC)=O)=CC=CC=1.BrCC1C(C(Cl)=O)=CC=CC=1.C1(C)C(C([O-])=O)=CC=CC=1.[Br-].CO[C:53]([C:55]1C=CC=C[C:56]=1[CH2:57][P+:58](CCCC)([CH2:63][CH2:64][CH2:65][CH3:66])[CH2:59][CH2:60][CH2:61][CH3:62])=O>C(O)CC>[Br-:15].[CH2:12]([O:11][C:9]([C:4]1[CH:5]=[CH:6][CH:7]=[CH:8][C:3]=1[CH2:2][P+:58]([CH2:59][CH2:60][CH2:61][CH3:62])([CH2:63][CH2:64][CH2:65][CH3:66])[CH2:57][CH2:56][CH2:55][CH3:53])=[O:10])[CH2:13][CH3:14] |f:4.5,7.8|. Reported procedure: Using the procedure of Example V, but substituting a mixture of propyl α-chloro-o-toluate and propyl α-bromo-o-toluate, prepared from propyl alcohol and α-bromo-o-toluoyl chloride, for the toluate mixture of Example V provides an oil which upon triturating several times with ether and precipitating as an oil from ethyl acetate with ether and drying yields 18.7 g of o-propoxycarbonylbenzyltributylphosphonium bromide, an oil having a structure in accordance with formula (1) which is confirmed by n...